describe an organic reaction: reactants, conditions, products, and yield From a dataset of the Open Reaction Database (ORD), a public repository of structured organic reaction records. Starting materials: Fc1cccc(Br)c1, O=C([O-])[O-], CC(=O)O[Pd]OC(C)=O, C1COCCO1, [Cs+], [Cs+], COC(=O)c1cc(C2CCCN2)c2oc(N3CCOCC3)cc(=O)c2c1. The product is COC(=O)c1cc(C2CCCN2c2cccc(F)c2)c2oc(N3CCOCC3)cc(=O)c2c1. RXN SMILES: [Br:27][c:28]1[cH:29][c:30]([F:34])[cH:31][cH:32][cH:33]1.[C:35](=[O:36])([O-:37])[O-:38].[C:47]([O:48][Pd:49][O:50][C:51](=[O:52])[CH3:53])(=[O:54])[CH3:55].[CH2:41]1[O:42][CH2:43][CH2:44][O:45][CH2:46]1.[Cs+:39].[Cs+:40].[O:1]1[CH2:2][CH2:3][N:4]([c:7]2[o:8][c:9]3[c:10]([CH:22]4[NH:23][CH2:24][CH2:25][CH2:26]4)[cH:11][c:12]([C:18](=[O:19])[O:20][CH3:21])[cH:13][c:14]3[c:15](=[O:17])[cH:16]2)[CH2:5][CH2:6]1>>[O:1]1[CH2:2][CH2:3][N:4]([c:7]2[o:8][c:9]3[c:10]([CH:22]4[N:23]([c:28]5[cH:29][c:30]([F:34])[cH:31][cH:32][cH:33]5)[CH2:24][CH2:25][CH2:26]4)[cH:11][c:12]([C:18](=[O:19])[O:20][CH3:21])[cH:13][c:14]3[c:15](=[O:17])[cH:16]2)[CH2:5][CH2:6]1. Starting materials: O=C([O-])[O-], Cc1cc(Nc2cc(Cl)nc3nccn23)n[nH]1, [K+], [K+], CN(C)C=O, O=C(Nc1ccc(S)cc1)C1CC1. The product is Cc1cc(Nc2cc(Sc3ccc(NC(=O)C4CC4)cc3)nc3nccn23)n[nH]1. RXN SMILES: [C:31](=[O:32])([O-:33])[O-:34].[Cl:1][c:2]1[n:3][c:4]2[n:5]([c:6]([NH:8][c:9]3[n:10][nH:11][c:12]([CH3:14])[cH:13]3)[cH:7]1)[cH:15][cH:16][n:17]2.[K+:35].[K+:36].[O:37]=[CH:38][N:39]([CH3:40])[CH3:41].[SH:18][c:19]1[cH:20][cH:21][c:22]([NH:25][C:26](=[O:27])[CH:28]2[CH2:29][CH2:30]2)[cH:23][cH:24]1>>[c:2]1([S:18][c:19]2[cH:20][cH:21][c:22]([NH:25][C:26](=[O:27])[CH:28]3[CH2:29][CH2:30]3)[cH:23][cH:24]2)[n:3][c:4]2[n:5]([c:6]([NH:8][c:9]3[n:10][nH:11][c:12]([CH3:14])[cH:13]3)[cH:7]1)[cH:15][cH:16][n:17]2. The reactants are C([O-])([O-])=O.[K+].[K+] (potassium carbonate), BrCCCCC1=C2C(C(=O)NC2=O)=CC=C1 (4-bromobutylphthalimide), C1(=CC=CC=C1)C (toluene), Cl.NC1=CC(=C(C(=O)NCC2CCNCC2)C=C1Cl)OC (4-Amino-5-chloro-2-methoxy-N-(piperidin-4-ylmethyl)benzamide hydrochloride). Run in CN(C=O)C (dimethylformamide). Run at temperature 70 celsius, time 2 hour. The product is NC1=CC(=C(C(=O)NCC2CCN(CC2)CCCCN2C(C3=CC=CC=C3C2=O)=O)C=C1Cl)OC (4-amino-5-chloro-N-(1-(4-(2,3-dihydro-1,3-dioxo-1 H-isoindol-2-yl)butyl)piperidin-4-ylmethyl)-2-methoxybenzamide). Reaction SMILES: Cl.[NH2:2][C:3]1[C:18]([Cl:19])=[CH:17][C:6]([C:7]([NH:9][CH2:10][CH:11]2[CH2:16][CH2:15][NH:14][CH2:13][CH2:12]2)=[O:8])=[C:5]([O:20][CH3:21])[CH:4]=1.C(=O)([O-])[O-].[K+].[K+].BrCCCC[C:33]1[CH:43]=[CH:42][CH:41]=[C:35]2[C:36]([NH:38][C:39](=[O:40])[C:34]=12)=[O:37].[C:44]1(C)[CH:49]=CC=[CH:46][CH:45]=1>CN(C)C=O>[NH2:2][C:3]1[C:18]([Cl:19])=[CH:17][C:6]([C:7]([NH:9][CH2:10][CH:11]2[CH2:12][CH2:13][N:14]([CH2:49][CH2:44][CH2:45][CH2:46][N:38]3[C:39](=[O:40])[C:34]4[C:35](=[CH:41][CH:42]=[CH:43][CH:33]=4)[C:36]3=[O:37])[CH2:15][CH2:16]2)=[O:8])=[C:5]([O:20][CH3:21])[CH:4]=1 |f:0.1,2.3.4|. Procedure details: 4-Amino-5-chloro-2-methoxy-N-(piperidin-4-ylmethyl)benzamide hydrochloride (15.0 g) was dissolved in dimethylformamide (100 ml) and toluene (150 ml), and potassium carbonate (18.6 g) and 4-bromobutylphthalimide (12.7 g) were added. The mixture was stirred at 70° C. for 2 hr. The reaction mixture was concentrated under reduced pressure and the residue was extracted with ethyl acetate. The extract was dried over magnesium sulfate and concentrated under reduced pressure. The obtained residue was pu... The reactants are [Al+3], [H-], [H-], [H-], [H-], [Li+], [N-]=[N+]=NCC(O)CCOc1cccc(CN2CCCCC2)c1, C1CCOC1. The product is NCC(O)CCOc1cccc(CN2CCCCC2)c1. RXN SMILES: [Al+3:24].[H-:23].[H-:26].[H-:27].[H-:28].[Li+:25].[N:1](=[N+:2]=[N-:3])[CH2:4][CH:5]([CH2:6][CH2:7][O:8][c:9]1[cH:10][c:11]([CH2:15][N:16]2[CH2:17][CH2:18][CH2:19][CH2:20][CH2:21]2)[cH:12][cH:13][cH:14]1)[OH:22].[O:29]1[CH2:30][CH2:31][CH2:32][CH2:33]1>>[NH2:1][CH2:4][CH:5]([CH2:6][CH2:7][O:8][c:9]1[cH:10][c:11]([CH2:15][N:16]2[CH2:17][CH2:18][CH2:19][CH2:20][CH2:21]2)[cH:12][cH:13][cH:14]1)[OH:22].